From a dataset of the Open Reaction Database (ORD), a public repository of structured organic reaction records. describe an organic reaction: reactants, conditions, products, and yield The reactants are C(C1=CC=C(C#N)C=C1)#N (terephthalonitrile), N (ammonia), C(C1=CC(C#N)=CC=C1)#N (isophthalonitrile), N (ammonia). Run in O1CCOCC1 (dioxane). Yields the product CC1=CC=C(CN)C=C1 (4-methylbenzylamine), C1(=CC=C(C=C1)CN)CN (paraxylylenediamine). RXN SMILES: C(#N)C1C=CC=C(C#N)C=1.N.[C:12](#[N:21])[C:13]1[CH:20]=[CH:19][C:16]([C:17]#[N:18])=[CH:15][CH:14]=1>O1CCOCC1>[CH3:12][C:13]1[CH:20]=[CH:19][C:16]([CH2:17][NH2:18])=[CH:15][CH:14]=1.[C:13]1([CH2:12][NH2:21])[CH:20]=[CH:19][C:16]([CH2:17][NH2:18])=[CH:15][CH:14]=1. Procedure details: In place of 26.8 g of isophthalonitrile and 30 g of ammonia in Example 1, 24.6 g of terephthalonitrile, 52 g of dioxane and 25 g of ammonia were changed into the same autocLave and subjected to reaction in the same manner as in Example 1. It was found that the yield of 1,4-BAC was 88.2%, the yields of 4-methylbenzylamine and paraxylylenediamine were 7.2% and 2.1%, respectively, and that of other lower boiling and higher boiling products was 2.5%. Reactants: C1CCOC1, CC#N, O=C1CCC(=O)N1Cl, CCCC1CC(=O)N(Cc2c[nH]cn2)C1. Product: CCCC1CC(=O)N(Cc2[nH]cnc2Cl)C1. Reaction SMILES: [CH2:27]1[O:28][CH2:29][CH2:30][CH2:31]1.[CH3:24][C:25]#[N:26].[Cl:16][N:17]1[C:18](=[O:19])[CH2:20][CH2:21][C:22]1=[O:23].[nH:1]1[cH:2][n:3][c:4]([CH2:6][N:7]2[C:8](=[O:15])[CH2:9][CH:10]([CH2:12][CH2:13][CH3:14])[CH2:11]2)[cH:5]1>>[n:1]1[cH:2][nH:3][c:4]([CH2:6][N:7]2[C:8](=[O:15])[CH2:9][CH:10]([CH2:12][CH2:13][CH3:14])[CH2:11]2)[c:5]1[Cl:16]. Reactants: OC=1C=2N(C=CC1)C=C(N2)C (8-hydroxy-2-methylimidazo[1,2-a]pyridine), C(C)(=O)OC(C)=O (acetic anhydride), N1=CC=CC=C1 (pyridine). Run in ClCCl (dichloromethane). Run at time 1 hour. Yields the product C(C)(=O)OC=1C=2N(C=CC1)C=C(N2)C (8-acetoxy-2-methylimidazo[1,2-a]pyridine). The yield is 102.0%. As a reaction SMILES: [OH:1][C:2]1[C:3]2[N:4]([CH:8]=[C:9]([CH3:11])[N:10]=2)[CH:5]=[CH:6][CH:7]=1.[C:12](OC(=O)C)(=[O:14])[CH3:13].N1C=CC=CC=1>ClCCl>[C:12]([O:1][C:2]1[C:3]2[N:4]([CH:8]=[C:9]([CH3:11])[N:10]=2)[CH:5]=[CH:6][CH:7]=1)(=[O:14])[CH3:13]. Procedure: A mixture of 8-hydroxy-2-methylimidazo[1,2-a]pyridine (10 g), acetic anhydride (10.3 g) and pyridine (10.7 g) in anhydrous dichloromethane (100 ml) was stirred for 1 hour at ambient temperature and allowed to stand overnight. The 30 mixture was washed with water, and the organic layer was separated. The aqueous layer was neutralized with sodium bicarbonate and extracted with chloroform. The combined organic layers were washed with saturated sodium bicarbonate solution, dried over magnesium sulfa... The reactants are C([O-])(O)=O.[Na+] (sodium bicarbonate), BrC=1C=C(SC1)C=O (4-Bromo-thiophene-2-carbaldehyde), C(CO)O (ethane-1,2-diol), O.C1(=CC=C(C=C1)S(=O)(=O)O)C (toluene-4-sulfonic acid monohydrate). The solvent is C1(=CC=CC=C1)C (toluene). Conditions: time 1.5 hour. The product is BrC=1C=C(SC1)C1OCCO1 (2-(4-Bromo-thiophen-2-yl)-[1,3]dioxolane). Reaction SMILES: [Br:1][C:2]1[CH:3]=[C:4]([CH:7]=[O:8])[S:5][CH:6]=1.[CH2:9](O)[CH2:10][OH:11].O.C1(C)C=CC(S(O)(=O)=O)=CC=1.C(=O)(O)[O-].[Na+]>C1(C)C=CC=CC=1>[Br:1][C:2]1[CH:3]=[C:4]([CH:7]2[O:11][CH2:10][CH2:9][O:8]2)[S:5][CH:6]=1 |f:2.3,4.5|. Procedure: 4-Bromo-thiophene-2-carbaldehyde (9.24 g, 48.4 mmol), ethane-1,2-diol (13.5 mL, 242 mmol), toluene-4-sulfonic acid monohydrate (416 mg, 2.42 mmol) were dissolved in toluene (100 mL), and the solution was stirred for 1.5 hours under reflux. An aqueous solution of saturated sodium bicarbonate was added to the reaction solution at 0° C., which was then extracted with ethyl acetate, the organic layer was washed with brine and dried over anhydrous magnesium sulfate. The solvent was evaporated in vacu... The reactants are BrC(Br)(Br)Br, C1CCOC1, ClCCl, Cn1cnc2c(C#N)nc(-c3ccc(CCCO)c(C(F)(F)F)c3)cc21, c1ccc(P(c2ccccc2)c2ccccc2)cc1. As a reaction SMILES: [C:27]([Br:28])([Br:29])([Br:30])[Br:31].[CH2:51]1[O:52][CH2:53][CH2:54][CH2:55]1.[Cl:56][CH2:57][Cl:58].[OH:1][CH2:2][CH2:3][CH2:4][c:5]1[c:6]([C:23]([F:24])([F:25])[F:26])[cH:7][c:8](-[c:11]2[cH:12][c:13]3[c:14]([c:15]([C:17]#[N:18])[n:16]2)[n:19][cH:20][n:21]3[CH3:22])[cH:9][cH:10]1.[c:32]1([P:33]([c:34]2[cH:35][cH:36][cH:37][cH:38][cH:39]2)[c:40]2[cH:41][cH:42][cH:43][cH:44][cH:45]2)[cH:46][cH:47][cH:48][cH:49][cH:50]1>>[CH2:2]([CH2:3][CH2:4][c:5]1[c:6]([C:23]([F:24])([F:25])[F:26])[cH:7][c:8](-[c:11]2[cH:12][c:13]3[c:14]([c:15]([C:17]#[N:18])[n:16]2)[n:19][cH:20][n:21]3[CH3:22])[cH:9][cH:10]1)[Br:28]. Yields the product Cn1cnc2c(C#N)nc(-c3ccc(CCCBr)c(C(F)(F)F)c3)cc21. The reactants are aqueous solution, C(CCCCCCCCCCC)OS(=O)(=O)[O-].[Na+] (sodium dodecylsulfate), [Fe](Cl)Cl (iron (II) chloride), aqueous solution. The product is C(CCCCCCCCCCC)OS(=O)(=O)[O-].[Fe+2].C(CCCCCCCCCCC)OS(=O)(=O)[O-] (iron (II) dodecylsulfate salt). As a reaction SMILES: [Fe:1](Cl)Cl.[CH2:4]([O:16][S:17]([O-:20])(=[O:19])=[O:18])[CH2:5][CH2:6][CH2:7][CH2:8][CH2:9][CH2:10][CH2:11][CH2:12][CH2:13][CH2:14][CH3:15].[Na+]>>[CH2:4]([O:16][S:17]([O-:20])(=[O:19])=[O:18])[CH2:5][CH2:6][CH2:7][CH2:8][CH2:9][CH2:10][CH2:11][CH2:12][CH2:13][CH2:14][CH3:15].[Fe+2:1].[CH2:4]([O:16][S:17]([O-:20])(=[O:19])=[O:18])[CH2:5][CH2:6][CH2:7][CH2:8][CH2:9][CH2:10][CH2:11][CH2:12][CH2:13][CH2:14][CH3:15] |f:1.2,3.4.5|. Procedure details: Nano magnetic particles were prepared by chemical sedimentation. 500 ml of 1M aqueous solution of iron (II) chloride was placed into 250 ml of 0.1M aqueous solution of sodium dodecylsulfate (C12H25NaO4S), which is an anion surfactant, and then reacted under a nitrogen atmosphere for 12 hours. When an orange color suspension was formed, a salt was separated from the resultant by sedimentation at 2° C. The separated salt was subjected to water-washing with a 0.1 M aqueous solution of iron (II) chl...